From a dataset of the Open Reaction Database (ORD), a public repository of structured organic reaction records. describe an organic reaction: reactants, conditions, products, and yield The reactants are [H-].[Al+3].[Li+].[H-].[H-].[H-] (Lithium aluminum hydride), CON(C(CCN1C(C(N(CC1)C1=CC(=CC=C1)OC(F)(F)F)C)=O)=O)C (N-methoxy-N-methyl-3-[3-methyl-2-oxo-4-(3-trifluoromethoxy-phenyl)-piperazin-1-yl]-propionamide), CC(=O)C (acetone), CC(=O)O (AcOH). Run in C1CCOC1 (THF), C1CCOC1 (THF). Conditions: temperature -75 celsius. Product: CC1C(N(CCN1C1=CC(=CC=C1)OC(F)(F)F)CCC=O)=O (3-[3-Methyl-2-oxo-4-(3-trifluoromethoxy-phenyl)-piperazin-1-yl]-propionaldehyde). Yield: 80.3%. RXN SMILES: [H-].[Al+3].[Li+].[H-].[H-].[H-].CON(C)[C:10](=[O:32])[CH2:11][CH2:12][N:13]1[CH2:18][CH2:17][N:16]([C:19]2[CH:24]=[CH:23][CH:22]=[C:21]([O:25][C:26]([F:29])([F:28])[F:27])[CH:20]=2)[CH:15]([CH3:30])[C:14]1=[O:31].CC(C)=O.CC(O)=O>C1COCC1>[CH3:30][CH:15]1[N:16]([C:19]2[CH:24]=[CH:23][CH:22]=[C:21]([O:25][C:26]([F:29])([F:28])[F:27])[CH:20]=2)[CH2:17][CH2:18][N:13]([CH2:12][CH2:11][CH:10]=[O:32])[C:14]1=[O:31] |f:0.1.2.3.4.5|. Procedure: Lithium aluminum hydride solution (1 M in THF (0.46 mL, 0.46 mmol) was added dropwise at −30° C. to a solution of N-methoxy-N-methyl-3-[3-methyl-2-oxo-4-(3-trifluoromethoxy-phenyl)-piperazin-1-yl]-propionamide (180 mg, 0.46 mmol) in THF (10 mL). The reaction mixture was cooled to −75° C., then acetone (0.59 g, 10 mmol) and AcOH (44 mg, 0.93 mmol) were added dropwise. The reaction mixture was then partitioned between TBME and 1 M aq. KHSO4 solution. The organic layer was dried (MgSO4), filtered, ... Starting materials: CCO, Cc1cc(Cl)ccc1Oc1ccc([N+](=O)[O-])cn1, [H][H], [OH-], [OH-], [Pd+2]. Product: Cc1cc(Cl)ccc1Oc1ccc(N)cn1. As a reaction SMILES: [CH3:21][CH2:22][OH:23].[Cl:1][c:2]1[cH:3][c:4]([CH3:18])[c:5]([O:6][c:7]2[n:8][cH:9][c:10]([N+:13]([O-:14])=[O:15])[cH:11][cH:12]2)[cH:16][cH:17]1.[H:19][H:20].[OH-:24].[OH-:26].[Pd+2:25]>>[Cl:1][c:2]1[cH:3][c:4]([CH3:18])[c:5]([O:6][c:7]2[n:8][cH:9][c:10]([NH2:13])[cH:11][cH:12]2)[cH:16][cH:17]1. The reactants are CC=1C=CC2=C(C=C(O2)C(=O)OCC)C1 (Ethyl 5-methylbenzofuran-2-carboxylate), N (NH3). Solvent: CO (MeOH). Run at temperature 50 celsius, time 8 hour. Product: CC=1C=CC2=C(C=C(O2)C(=O)N)C1 (5-methylbenzofuran-2-carboxamide). RXN SMILES: [CH3:1][C:2]1[CH:3]=[CH:4][C:5]2[O:9][C:8]([C:10](OCC)=[O:11])=[CH:7][C:6]=2[CH:15]=1.[NH3:16]>CO>[CH3:1][C:2]1[CH:3]=[CH:4][C:5]2[O:9][C:8]([C:10]([NH2:16])=[O:11])=[CH:7][C:6]=2[CH:15]=1. Reported procedure: Ethyl 5-methylbenzofuran-2-carboxylate, (1.19 g, 5.83 mmol) was suspended in 20 ml of 7M NH3 in MeOH. The mixture was stirred at 50° C. in a sealed tube overnight. After cooling to room temperature, the solvent was evaporated under reduced pressure to give pure 5-methylbenzofuran-2-carboxamide, as a white solid (1.02 g). LCMS retention time=1.00 minutes (LC method 3); MS (m+1)=175.8. 1H NMR (400 MHz, DMSO-d6) δ 2.40 (s, 3H), 7.45 (d, J=0.9 Hz, 1H), 7.51 (d, J=8.4 Hz, 1H), 7.53 (t, J=0.7 Hz, 1H),... Starting materials: C(C)(C)(C)OC(=O)N1CC2=CC=C(C=C2C1)I (5-iodo-1,3-dihydro-isoindole-2-carboxylic acid tert-butyl ester), FC(CO)(F)F (2,2,2-trifluoroethanol). The product is C(C)(C)(C)OC(=O)N1CC2=CC=C(C=C2C1)OCC(F)(F)F (5-(2,2,2-Trifluoro-ethoxy)-1,3-dihydro-isoindole-2-carboxylic acid tert-butyl ester). Reaction SMILES: [C:1]([O:5][C:6]([N:8]1[CH2:16][C:15]2[C:10](=[CH:11][CH:12]=[C:13](I)[CH:14]=2)[CH2:9]1)=[O:7])([CH3:4])([CH3:3])[CH3:2].[F:18][C:19]([F:23])([F:22])[CH2:20][OH:21]>>[C:1]([O:5][C:6]([N:8]1[CH2:16][C:15]2[C:10](=[CH:11][CH:12]=[C:13]([O:21][CH2:20][C:19]([F:23])([F:22])[F:18])[CH:14]=2)[CH2:9]1)=[O:7])([CH3:4])([CH3:3])[CH3:2]. Reported procedure: Prepared in analogy to Example A6(a) from 5-iodo-1,3-dihydro-isoindole-2-carboxylic acid tert-butyl ester (Example A38(b)) and 2,2,2-trifluoroethanol. Yellow solid. MS (m/e): 262.0 ([M+H−Me2C═CH2]+, 100%) The reactants are O=C(O)c1ccc(Br)cn1, CN1CCOCC1, COc1nc(Cl)nc(OC)n1, ClCCl, NCCN1CCCC1. Yields the product O=C(NCCN1CCCC1)c1ccc(Br)cn1. Reaction SMILES: [Br:1][c:2]1[cH:3][cH:4][c:5]([C:8](=[O:9])[OH:10])[n:6][cH:7]1.[CH3:22][N:23]1[CH2:24][CH2:25][O:26][CH2:27][CH2:28]1.[Cl:11][c:12]1[n:13][c:14]([O:15][CH3:16])[n:17][c:18]([O:19][CH3:20])[n:21]1.[Cl:37][CH2:38][Cl:39].[N:29]1([CH2:34][CH2:35][NH2:36])[CH2:30][CH2:31][CH2:32][CH2:33]1>>[Br:1][c:2]1[cH:3][cH:4][c:5]([C:8](=[O:10])[NH:36][CH2:35][CH2:34][N:29]2[CH2:30][CH2:31][CH2:32][CH2:33]2)[n:6][cH:7]1.